Dataset: the Open Reaction Database (ORD), a public repository of structured organic reaction records. Task: describe an organic reaction: reactants, conditions, products, and yield Reactants: BrC1=C(C=C(C(=O)O)C=C1)C (4-bromo-3-methylbenzoic acid), S(=O)(Cl)Cl (thionyl chloride), N1CCC1 (azetidine). The product is BrC1=C(C=C(C(=O)N2CCC2)C=C1)C (1-(4-Bromo-3-methylbenzoyl)azetidine). As a reaction SMILES: [Br:1][C:2]1[CH:10]=[CH:9][C:5]([C:6]([OH:8])=O)=[CH:4][C:3]=1[CH3:11].S(Cl)(Cl)=O.[NH:16]1[CH2:19][CH2:18][CH2:17]1>>[Br:1][C:2]1[CH:10]=[CH:9][C:5]([C:6]([N:16]2[CH2:19][CH2:18][CH2:17]2)=[O:8])=[CH:4][C:3]=1[CH3:11]. Reported procedure: From 4-bromo-3-methylbenzoic acid (400 mg), thionyl chloride (0.5 ml) and azetidine (1 g). Reactants: FC1=C(C=CC(=C1)N1CCNCC1)NC(=O)C=1N=C(OC1C(F)(F)F)C1=CC=CC=C1 (2-phenyl-5-trifluoromethyl-oxazole-4-carboxylic acid (2-fluoro-4-piperazin-1-yl-phenyl)-amide), C(C1=CC=CC=C1)OC(=O)[C@@H]1[C@H](CCC1)C(=O)O ((1S,2S)-cyclopentane-1,2-dicarboxylic acid monobenzyl ester), C1(=CC=CC=C1)C=1OC(=C(N1)C(=O)O)C(F)(F)F (2-phenyl-5-trifluoromethyl-oxazole-4-carboxylic acid), NC1=C(C=C(C=C1)N1CCNCC1)F (4-(4-amino-3-fluoro-phenyl)-piperazine), ON1N=NC2=C1C=CC=C2 (N-hydroxybenzotriazole), C(C)(C)N(C(C)C)CC (N,N-diisopropylethylamine), Cl.C(C)N=C=NCCCN(C)C (1-ethyl-3-(3-dimethylaminopropyl)carbodiimide hydrochloride). Solvent: ClCCl (dichloromethane). Conditions: time 8 hour. Yields the product C(C1=CC=CC=C1)OC(=O)[C@@H]1[C@H](CCC1)C(=O)N1CCN(CC1)C1=CC(=C(C=C1)NC(=O)C=1N=C(OC1C(F)(F)F)C1=CC=CC=C1)F ((1S,2S)-2-(4-{3-fluoro-4-[(2-phenyl-5-trifluoromethyl-oxazole-4-carbonyl)-amino]-phenyl}-piperazine-1-carbonyl)-cyclopentanecarboxylic acid benzyl ester). RXN SMILES: [F:1][C:2]1[CH:7]=[C:6]([N:8]2[CH2:13][CH2:12][NH:11][CH2:10][CH2:9]2)[CH:5]=[CH:4][C:3]=1[NH:14][C:15]([C:17]1[N:18]=[C:19]([C:26]2[CH:31]=[CH:30][CH:29]=[CH:28][CH:27]=2)[O:20][C:21]=1[C:22]([F:25])([F:24])[F:23])=[O:16].C1(C2OC(C(F)(F)F)=C(C(O)=O)N=2)C=CC=CC=1.NC1C=CC(N2CCNCC2)=CC=1F.[CH2:64]([O:71][C:72]([C@H:74]1[CH2:78][CH2:77][CH2:76][C@@H:75]1[C:79](O)=[O:80])=[O:73])[C:65]1[CH:70]=[CH:69][CH:68]=[CH:67][CH:66]=1.ON1C2C=CC=CC=2N=N1.Cl.C(N=C=NCCCN(C)C)C.C(N(CC)C(C)C)(C)C>ClCCl>[CH2:64]([O:71][C:72]([C@H:74]1[CH2:78][CH2:77][CH2:76][C@@H:75]1[C:79]([N:11]1[CH2:10][CH2:9][N:8]([C:6]2[CH:5]=[CH:4][C:3]([NH:14][C:15]([C:17]3[N:18]=[C:19]([C:26]4[CH:27]=[CH:28][CH:29]=[CH:30][CH:31]=4)[O:20][C:21]=3[C:22]([F:25])([F:24])[F:23])=[O:16])=[C:2]([F:1])[CH:7]=2)[CH2:13][CH2:12]1)=[O:80])=[O:73])[C:65]1[CH:70]=[CH:69][CH:68]=[CH:67][CH:66]=1 |f:5.6|. Procedure: A mixture of 2-phenyl-5-trifluoromethyl-oxazole-4-carboxylic acid (2-fluoro-4-piperazin-1-yl-phenyl)-amide (0.22 g, 0.5 mmol) prepared from 2-phenyl-5-trifluoromethyl-oxazole-4-carboxylic acid and 4-(4-amino-3-fluoro-phenyl)-piperazine using a procedure similar to the one described above, (1S,2S)-cyclopentane-1,2-dicarboxylic acid monobenzyl ester (0.26 g, 0.5 mmol), N-hydroxybenzotriazole (0.1 g, 0.74 mmol), and 1-ethyl-3-(3-dimethylaminopropyl)carbodiimide hydrochloride (0.14 g, 0.74 mmol), N,... Starting materials: 1-cyclopentyl-6-[(3,4-trans)-4-methyl-1-(pyridin-3-ylmethyl)pyrrolidin-3-yl]-1,5-dihydro-4H-pyrazolo[3,4-d]pyrimidin-4-one, C1(CCCC1)N1N=CC2=C1N=C(NC2=O)[C@@H]2CNC[C@H]2C (1-cyclopentyl-6-[(3S,4S)-4-methylpyrrolidin-3-yl]-1H-pyrazolo[3,4-d]pyrimidin-4(5H)-one), N1=NC(=CC2=CC=CC=C12)C=O (cinnoline-3-carbaldehyde). Product: N1=NC(=CC2=CC=CC=C12)CN1C[C@H]([C@@H](C1)C)C=1NC(C2=C(N1)N(N=C2)C2CCCC2)=O (6-[(3S,4S)-1-(cinnolin-3-ylmethyl)-4-methylpyrrolidin-3-yl]-1-cyclopentyl-1,5-dihydro-4H-pyrazolo[3,4-d]pyrimidin-4-one). RXN SMILES: [CH:1]1([N:6]2[C:10]3[N:11]=[C:12]([C@H:16]4[C@H:20]([CH3:21])[CH2:19][NH:18][CH2:17]4)[NH:13][C:14](=[O:15])[C:9]=3[CH:8]=[N:7]2)[CH2:5][CH2:4][CH2:3][CH2:2]1.[N:22]1[C:31]2[C:26](=[CH:27][CH:28]=[CH:29][CH:30]=2)[CH:25]=[C:24]([CH:32]=O)[N:23]=1>>[N:22]1[C:31]2[C:26](=[CH:27][CH:28]=[CH:29][CH:30]=2)[CH:25]=[C:24]([CH2:32][N:18]2[CH2:19][C@@H:20]([CH3:21])[C@H:16]([C:12]3[NH:13][C:14](=[O:15])[C:9]4[CH:8]=[N:7][N:6]([CH:1]5[CH2:5][CH2:4][CH2:3][CH2:2]5)[C:10]=4[N:11]=3)[CH2:17]2)[N:23]=1. Procedure details: Following the procedure for the preparation of 1-cyclopentyl-6-[(3,4-trans)-4-methyl-1-(pyridin-3-ylmethyl)pyrrolidin-3-yl]-1,5-dihydro-4H-pyrazolo[3,4-d]pyrimidin-4-one but substituting 1-cyclopentyl-6-[(3S,4S)-4-methylpyrrolidin-3-yl]-1H-pyrazolo[3,4-d]pyrimidin-4(5H)-one and cinnoline-3-carbaldehyde provided the title compound. 400 MHz 1H NMR (CDCl3) δ 8.49 (d, J=8.7 Hz, 1H), 8.16 (s, 1H), 8.01 (s, 1H), 7.93 (d, J=7.9 Hz, 1H), 7.83-7.81 (m, 1H), 7.79-7.71 (m, 1H), 5.16-5.09 (m, 1H), 4.47-4.44...